From a dataset of the Open Reaction Database (ORD), a public repository of structured organic reaction records. describe an organic reaction: reactants, conditions, products, and yield Reaction SMILES: [Cl:1][C:2]1[CH:7]=[CH:6][CH:5]=[CH:4][C:3]=1[C:8]1[C:17]2[C:12](=[C:13]([CH3:19])[CH:14]=[C:15]([CH3:18])[CH:16]=2)[N:11]=[CH:10][C:9]=1[NH:20][C:21]([NH:23][C:24]1[CH:29]=[CH:28][C:27]([F:30])=[CH:26][C:25]=1[F:31])=[O:22].ClC1C=CC=C(C(OO)=[O:40])C=1>ClCCl>[Cl:1][C:2]1[CH:7]=[CH:6][CH:5]=[CH:4][C:3]=1[C:8]1[C:17]2[C:12](=[C:13]([CH3:19])[CH:14]=[C:15]([CH3:18])[CH:16]=2)[N+:11]([O-:40])=[CH:10][C:9]=1[NH:20][C:21]([NH:23][C:24]1[CH:29]=[CH:28][C:27]([F:30])=[CH:26][C:25]=1[F:31])=[O:22]. Reactants: ClC1=C(C=CC=C1)C1=C(C=NC2=C(C=C(C=C12)C)C)NC(=O)NC1=C(C=C(C=C1)F)F (4-(2-chlorophenyl)-3-[3-(2,4-difluoro-phenyl)ureido]- 6,8-dimethylquinoline), ClC1=CC(=CC=C1)C(=O)OO (m-chloroperbenzoic acid). Procedure: A mixture of 4-(2-chlorophenyl)-3-[3-(2,4-difluoro-phenyl)ureido]- 6,8-dimethylquinoline (1.1 g), m-chloroperbenzoic acid (1.08 g) and dichloromethane (15 ml) was refluxed for 20 hrs. The reaction mixture was washed with aqueous sodium sulfite solution, aqueous sodium hydrogen carbonate solution and water, successively. After being dried over anhydrous magnesium sulfate, the solvent was distilled off. The residue was recrystallized from a mixture of methanol and chloroform to give 4-(2-chlorophe... The product is ClC1=C(C=CC=C1)C1=C(C=[N+](C2=C(C=C(C=C12)C)C)[O-])NC(=O)NC1=C(C=C(C=C1)F)F (4-(2-chlorophenyl)-3-[3-(2,4-difluorophenyl)ureido]-6,8-dimethylquinoline 1-oxide). Run in ClCCl (dichloromethane).